From a dataset of the Open Reaction Database (ORD), a public repository of structured organic reaction records. describe an organic reaction: reactants, conditions, products, and yield Starting materials: BrC=1C=CC(=C(C(NC)=S)C1)F (5-bromo-2-fluoro-N-methylbenzothioamide), NN (hydrazine). The solvent is CS(=O)C (dimethylsulfoxide), C(C)(=O)OCC (ethyl acetate), [Cl-].[Na+].O (brine). Run at temperature 80 celsius, time 1 hour. Product: BrC=1C=C2C(=NNC2=CC1)NC (5-bromo-N-methyl-1H-indazol-3-amine). Yield: 24.0%. Reaction SMILES: [Br:1][C:2]1[CH:3]=[CH:4][C:5](F)=[C:6]([CH:11]=1)[C:7](=S)[NH:8][CH3:9].[NH2:13][NH2:14]>CS(C)=O.C(OCC)(=O)C.[Cl-].[Na+].O>[Br:1][C:2]1[CH:11]=[C:6]2[C:5](=[CH:4][CH:3]=1)[NH:14][N:13]=[C:7]2[NH:8][CH3:9] |f:4.5.6|. Procedure details: A mixture of 5-bromo-2-fluoro-N-methylbenzothioamide (480 mg, 1.9 mmol) and anhydrous hydrazine (0.61 mL, 19 mmol) in dimethylsulfoxide (6 mL) was heated to 80° C. and stirred for 1 hour. The temperature was increased to 100° C. and the reaction was stirred for 40 minutes. The temperature was increased further to 130° C. and the reaction was stirred for another 45 minutes. The reaction was cooled to room temperature and diluted with ethyl acetate and brine. The layers were separated and the aque... The reactants are CC=1OC(C2=C(N1)C=CN=C2)=O (2-Methyl-4H-pyrido[4,3-d][1,3]oxazin-4-one), NC1=CC=CC=C1 (aniline). Yields the product CC=1N(C(C2=C(N1)C=CN=C2)=O)C2=CC=CC=C2 (2-Methyl-3-phenylpyrido[4,3-d]pyrimidin-4(3H)-one). Reaction SMILES: [CH3:1][C:2]1O[C:4](=[O:12])[C:5]2[CH:11]=[N:10][CH:9]=[CH:8][C:6]=2[N:7]=1.[NH2:13][C:14]1[CH:19]=[CH:18][CH:17]=[CH:16][CH:15]=1>N1C=CC=CC=1>[CH3:1][C:2]1[N:13]([C:14]2[CH:19]=[CH:18][CH:17]=[CH:16][CH:15]=2)[C:4](=[O:12])[C:5]2[CH:11]=[N:10][CH:9]=[CH:8][C:6]=2[N:7]=1. Procedure: Compound 17 (350 mg, 21.6 mmol) was mixed with aniline (200 mg, 21.6 mmol) in 3 mL of pyridine. The resulted solution was heated in a microwave for 25 min keeping temperature constant at 250° C. The crude material 18 was concentrated in vacuo, co-evaporated with toluene (3×10 mL), dried under vacuum for 1 h and used in the next step without further purification. The solvent is N1=CC=CC=C1 (pyridine). Reported procedure: Methyltriphenylphosphonium bromide (12.4 g, 0.0347 mol) and 18-crown-6 (90 mg, 0.41 mmol) were added to THF (100 mL). The mixture was cooled in a ice-water bath. Potassium tert-butoxide (34.7 mL of 1.0M in THF, 0.0347 mol) was added via cannula to the stirred solution. 5-(Benzyloxy)-2-bromobenzaldehyde (9.2 g, 0.0316 mol) was added in one portion which resulted in a slight exotherm. After 30 minutes the cooling bath was removed and stirring was continued at 22° C. for 5 hours. The mixture was co... RXN SMILES: [CH3:1]C(C)([O-])C.[K+].[CH2:7]([O:14][C:15]1[CH:16]=[CH:17][C:18]([Br:23])=[C:19]([CH:22]=1)[CH:20]=O)[C:8]1[CH:13]=[CH:12][CH:11]=[CH:10][CH:9]=1>[Br-].C[P+](C1C=CC=CC=1)(C1C=CC=CC=1)C1C=CC=CC=1.C1OCCOCCOCCOCCOCCOC1.C1COCC1>[CH2:7]([O:14][C:15]1[CH:16]=[CH:17][C:18]([Br:23])=[C:19]([CH:20]=[CH2:1])[CH:22]=1)[C:8]1[CH:13]=[CH:12][CH:11]=[CH:10][CH:9]=1 |f:0.1,3.4|. Product: C(C1=CC=CC=C1)OC1=CC(=C(C=C1)Br)C=C (4-(benzyloxy)-1-bromo-2-vinylbenzene). Isolated yield 86.5%. The reagents and catalysts are [Br-].C[P+](C1=CC=CC=C1)(C1=CC=CC=C1)C1=CC=CC=C1 (Methyltriphenylphosphonium bromide), C1COCCOCCOCCOCCOCCO1 (18-crown-6). Starting materials: CC(C)([O-])C.[K+] (Potassium tert-butoxide), C(C1=CC=CC=C1)OC=1C=CC(=C(C=O)C1)Br (5-(Benzyloxy)-2-bromobenzaldehyde). Run at time 5 hour. The solvent is C1CCOC1 (THF). Reactants: CCCC(CCC)n1c(CC)nc2c1c(=O)n(C)c(=O)n2Cc1ccc(OC)cc1, O=C(O)C(F)(F)F. Yields the product CCCC(CCC)n1c(CC)nc2[nH]c(=O)n(C)c(=O)c21. RXN SMILES: [CH2:1]([CH3:2])[c:3]1[n:4][c:5]2[n:6]([CH2:22][c:23]3[cH:24][cH:25][c:26]([O:27][CH3:28])[cH:29][cH:30]3)[c:7](=[O:21])[n:8]([CH3:20])[c:9](=[O:19])[c:10]2[n:11]1[CH:12]([CH2:13][CH2:14][CH3:15])[CH2:16][CH2:17][CH3:18].[OH:31][C:32]([C:33]([F:34])([F:35])[F:36])=[O:37]>>[CH2:1]([CH3:2])[c:3]1[n:4][c:5]2[nH:6][c:7](=[O:21])[n:8]([CH3:20])[c:9](=[O:19])[c:10]2[n:11]1[CH:12]([CH2:13][CH2:14][CH3:15])[CH2:16][CH2:17][CH3:18]. Reactants: solution, CC(C)C[AlH]CC(C)C (DIBAL-H), C1(=CC=CC=C1)C (toluene), BrC1=CC=C(C=C1)/C(=C/C(=O)OCC)/C ((E)-ethyl 3-(4-bromophenyl)-but-2-enoate), Cl (HCl). Run in C1CCOC1 (THF), CO (Methanol). Run at time 1 hour. The product is BrC1=CC=C(C=C1)/C(=C/CO)/C ((E)-3-(4-bromophenyl)-but-2-en-1-ol). RXN SMILES: CC(C[AlH]CC(C)C)C.C1(C)C=CC=CC=1.[Br:17][C:18]1[CH:23]=[CH:22][C:21](/[C:24](/[CH3:31])=[CH:25]/[C:26](OCC)=[O:27])=[CH:20][CH:19]=1.Cl>C1COCC1.CO>[Br:17][C:18]1[CH:19]=[CH:20][C:21](/[C:24](/[CH3:31])=[CH:25]/[CH2:26][OH:27])=[CH:22][CH:23]=1. Reported procedure: A 1M solution of DIBAL-H in toluene (42 ml, 42 mmol) was added dropwise, at −70° C. over 30 min, to a stirred solution of (E)-ethyl 3-(4-bromophenyl)-but-2-enoate (4.55 g, 16.92 mmol) in dry THF (100 ml), and the mixture stirred for 1 h. Methanol (5 ml) was carefully added, followed by 1N HCl (300 ml) and the resulting mixture extracted with ethyl acetate (3×200 ml). The combined organic extracts were washed with brine, dried (Na2SO4), and evaporated to give the crude product as an off-white sol... Reactants: FC(F)(F)c1ccc(Br)cc1, C#CCO, CCOCC, [Cu]I, C1CCC2=NCCCN2CC1, C1CCOC1, c1ccc(P(c2ccccc2)(c2ccccc2)[Pd](P(c2ccccc2)(c2ccccc2)c2ccccc2)(P(c2ccccc2)(c2ccccc2)c2ccccc2)P(c2ccccc2)(c2ccccc2)c2ccccc2)cc1. Product: OCC#Cc1ccc(C(F)(F)F)cc1. Reaction SMILES: [Br:1][c:2]1[cH:3][cH:4][c:5]([C:8]([F:9])([F:10])[F:11])[cH:6][cH:7]1.[CH2:23]([C:24]#[CH:25])[OH:26].[CH3:32][CH2:33][O:34][CH2:35][CH3:36].[Cu:37][I:38].[N:12]12[CH2:13][CH2:14][CH2:15][N:16]=[C:17]1[CH2:18][CH2:19][CH2:20][CH2:21][CH2:22]2.[O:27]1[CH2:28][CH2:29][CH2:30][CH2:31]1.[cH:39]1[cH:40][cH:41][c:42]([P:43]([Pd:44]([P:45]([c:46]2[cH:47][cH:48][cH:49][cH:50][cH:51]2)([c:52]2[cH:53][cH:54][cH:55][cH:56][cH:57]2)[c:58]2[cH:59][cH:60][cH:61][cH:62][cH:63]2)([P:64]([c:65]2[cH:66][cH:67][cH:68][cH:69][cH:70]2)([c:71]2[cH:72][cH:73][cH:74][cH:75][cH:76]2)[c:77]2[cH:78][cH:79][cH:80][cH:81][cH:82]2)[P:83]([c:84]2[cH:85][cH:86][cH:87][cH:88][cH:89]2)([c:90]2[cH:91][cH:92][cH:93][cH:94][cH:95]2)[c:96]2[cH:97][cH:98][cH:99][cH:100][cH:101]2)([c:102]2[cH:103][cH:104][cH:105][cH:106][cH:107]2)[c:108]2[cH:109][cH:110][cH:111][cH:112][cH:113]2)[cH:114][cH:115]1>>[c:2]1([C:25]#[C:24][CH2:23][OH:26])[cH:3][cH:4][c:5]([C:8]([F:9])([F:10])[F:11])[cH:6][cH:7]1.